From a dataset of the Open Reaction Database (ORD), a public repository of structured organic reaction records. describe an organic reaction: reactants, conditions, products, and yield Starting materials: S1C2=C(C=C1)C(CC2)=O (5,6-Dihydro-cyclopenta[b]thiophen-4-one), [H-].[Na+] (NaH), Cl (HCl), C1(=CC=CC=C1)OC(C1=CC=CC=C1)=O (Benzoic acid phenyl ester). The solvent is C1CCOC1 (THF), O (water), C(C)(=O)OCC (ethyl acetate). Reaction conditions: temperature 100 celsius. Product: C(C1=CC=CC=C1)(=O)C1C(C2=C(SC=C2)C1)=O (5-Benzoyl-5,6-dihydro-cyclopenta[b]thiophen-4-one). Yield: 73.0%. RXN SMILES: [S:1]1[CH:5]=[CH:4][C:3]2[C:6](=[O:9])[CH2:7][CH2:8][C:2]1=2.[H-].[Na+].C1([O:18][C:19](=O)[C:20]2[CH:25]=[CH:24][CH:23]=[CH:22][CH:21]=2)C=CC=CC=1.Cl>C1COCC1.C(OCC)(=O)C.O>[C:19]([CH:7]1[CH2:8][C:2]2[S:1][CH:5]=[CH:4][C:3]=2[C:6]1=[O:9])(=[O:18])[C:20]1[CH:25]=[CH:24][CH:23]=[CH:22][CH:21]=1 |f:1.2|. Procedure: 5,6-Dihydro-cyclopenta[b]thiophen-4-one (3.34 g, 24.2 mmol) in 40 mL of THF was treated with NaH (60 percent, 1.45 g, 36.25 mmol). After the addition of Benzoic acid phenyl ester, the reaction mixture was heated at 100° C. for 8 hr. The solution was cooled to room temperature and poured into water. The resulting mixture was acidified with concentrated HCl and was added with ethyl acetate (80 mL). The organic layer was collected, brined, dried over MgSO4(s), and concentrated under reduced pressur... The reactants are CCO, COc1ccc(C(=O)CN2CCN(c3cc4c(cc3F)c(=O)c(C(=O)O)cn4-c3ccc([N+](=O)[O-])cc3F)CC2)cc1, [H][H]. Yields the product COc1ccc(C(=O)CN2CCN(c3cc4c(cc3F)c(=O)c(C(=O)O)cn4-c3ccc(N)cc3F)CC2)cc1. As a reaction SMILES: [CH3:43][CH2:44][OH:45].[F:1][c:2]1[c:3](-[n:11]2[cH:12][c:13]([C:40](=[O:41])[OH:42])[c:14](=[O:39])[c:15]3[cH:16][c:17]([F:38])[c:18]([N:21]4[CH2:22][CH2:23][N:24]([CH2:27][C:28](=[O:29])[c:30]5[cH:31][cH:32][c:33]([O:36][CH3:37])[cH:34][cH:35]5)[CH2:25][CH2:26]4)[cH:19][c:20]23)[cH:4][cH:5][c:6]([N+:8]([O-:9])=[O:10])[cH:7]1.[H:46][H:47]>>[F:1][c:2]1[c:3](-[n:11]2[cH:12][c:13]([C:40](=[O:41])[OH:42])[c:14](=[O:39])[c:15]3[cH:16][c:17]([F:38])[c:18]([N:21]4[CH2:22][CH2:23][N:24]([CH2:27][C:28](=[O:29])[c:30]5[cH:31][cH:32][c:33]([O:36][CH3:37])[cH:34][cH:35]5)[CH2:25][CH2:26]4)[cH:19][c:20]23)[cH:4][cH:5][c:6]([NH2:8])[cH:7]1. The reactants are quartz, ( E ), NC1=C(C=CC(=C1)N(C)C)C=C(C(=O)OCC)C (ethyl 3-(2-amino-4-dimethylaminophenyl)-2-methyl-2-propenate). Run in C(C)O (ethanol). The product is CN(C1=CC=C2C=C(C(NC2=C1)=O)C)C (7-dimethylamino-3-methyl-carbostyril). The yield is 98.0%. As a reaction SMILES: [NH2:1][C:2]1[CH:7]=[C:6]([N:8]([CH3:10])[CH3:9])[CH:5]=[CH:4][C:3]=1[CH:11]=[C:12]([CH3:18])[C:13](OCC)=[O:14]>C(O)C>[CH3:9][N:8]([CH3:10])[C:6]1[CH:7]=[C:2]2[C:3]([CH:11]=[C:12]([CH3:18])[C:13](=[O:14])[NH:1]2)=[CH:4][CH:5]=1. Reported procedure: In a 30-ml Erlenmeyer flask made of quartz, 200 mg of (E) ethyl 3-(2-amino-4-dimethylaminophenyl)-2-methyl-2-propenate were dissolved in ethanol; and, while being stirred, the mixture was irradiated with ultraviolet rays at 365 nm for 48 hours. The reaction liquid was concentrated under a reduced pressure, and the resulting crude crystal was recrystallized from ethanol, whereby the aimed compound was obtained (yield: 98%). The reactants are BrC1=C(N=C(S1)N1C2COCC1CC2)C2=CC=C(C=C2)Cl (8-(5-bromo-4-(4-chlorophenyl)thiazol-2-yl)-3-oxa-8-azabicyclo[3.2.1]octane), BrC1=C(N=C(S1)N1C2COCC1CC2)C2=CC=C(C=C2)Cl (8-(5-bromo-4-(4-chlorophenyl)thiazol-2-yl)-3-oxa-8-azabicyclo[3.2.1]octane), C(C)O (ethanol), NS(=O)(=O)C1=CC=C(C=C1)B(O)O (4-aminosulfonylbenzene boronic acid), C([O-])([O-])=O.[K+].[K+] (potassium carbonate). The reagents and catalysts are C=1C=CC(=CC1)[P](C=2C=CC=CC2)(C=3C=CC=CC3)[Pd]([P](C=4C=CC=CC4)(C=5C=CC=CC5)C=6C=CC=CC6)([P](C=7C=CC=CC7)(C=8C=CC=CC8)C=9C=CC=CC9)[P](C=1C=CC=CC1)(C=1C=CC=CC1)C=1C=CC=CC1 (tetrakis(triphenylphosphine)palladium(0)). Run in C1(=CC=CC=C1)C (toluene). Reaction conditions: temperature 92.5 celsius. Yields the product C12COCC(CC1)N2C=2SC(=C(N2)C2=CC=C(C=C2)Cl)C2=CC=C(C=C2)S(=O)(=O)N (4-(2-(3-oxa-8-azabicyclo[3.2.1]octan-8-yl)-4-(4-chlorophenyl)thiazol-5-yl)benzenesulfonamide). The yield is 42.0%. As a reaction SMILES: Br[C:2]1[S:6][C:5]([N:7]2[CH:12]3[CH2:13][CH2:14][CH:8]2[CH2:9][O:10][CH2:11]3)=[N:4][C:3]=1[C:15]1[CH:20]=[CH:19][C:18]([Cl:21])=[CH:17][CH:16]=1.C(O)C.[NH2:25][S:26]([C:29]1[CH:34]=[CH:33][C:32](B(O)O)=[CH:31][CH:30]=1)(=[O:28])=[O:27].C(=O)([O-])[O-].[K+].[K+]>C1(C)C=CC=CC=1.C1C=CC([P]([Pd]([P](C2C=CC=CC=2)(C2C=CC=CC=2)C2C=CC=CC=2)([P](C2C=CC=CC=2)(C2C=CC=CC=2)C2C=CC=CC=2)[P](C2C=CC=CC=2)(C2C=CC=CC=2)C2C=CC=CC=2)(C2C=CC=CC=2)C2C=CC=CC=2)=CC=1>[CH:12]12[N:7]([C:5]3[S:6][C:2]([C:32]4[CH:33]=[CH:34][C:29]([S:26]([NH2:25])(=[O:28])=[O:27])=[CH:30][CH:31]=4)=[C:3]([C:15]4[CH:20]=[CH:19][C:18]([Cl:21])=[CH:17][CH:16]=4)[N:4]=3)[CH:8]([CH2:14][CH2:13]1)[CH2:9][O:10][CH2:11]2 |f:3.4.5,^1:54,56,75,94|. Procedure details: To a solution of 8-(5-bromo-4-(4-chlorophenyl)thiazol-2-yl)-3-oxa-8-azabicyclo[3.2.1]octane (Step 3 of compound 56, 0.26 g, 0.67 mmol) in a mixture of toluene:ethanol (2.5 ml:7.5 ml) were added 4-aminosulfonylbenzene boronic acid (0.15 g, 0.74 mmol) and potassium carbonate (0.23 g, 1.68 mmol) at 25° C. in a tube, the nitrogen gas was bubbled through reaction mixture for 15 minutes. To the reaction mixture was added tetrakis(triphenylphosphine)palladium(0) (0.039 g. 0.034 mmol) under nitrogen and... Reactants: C(=S)(N1C=NC=C1)N1C=NC=C1 (thiocarbonyldiimidazole), NC1=CSC=C1Cl (3-amino-4-chlorothiophene). Run in C1CCOC1 (THF). Conditions: time 1 hour. Product: ClC=1C(=CSC1)N=C=S (4-Chloro-3-thienyl isothiocyanate). RXN SMILES: [C:1]([N:8]1[CH:12]=[CH:11]N=C1)(N1C=CN=C1)=[S:2].NC1[C:18]([Cl:19])=[CH:17][S:16]C=1>C1COCC1>[Cl:19][C:18]1[C:12]([N:8]=[C:1]=[S:2])=[CH:11][S:16][CH:17]=1. Reported procedure: 1.46 g of thiocarbonyldiimidazole are added to a solution of 1.1 g of 3-amino-4-chlorothiophene in 20 ml of anhydrous THF, and the mixture is stirred at room temperature for one hour. The solid is distilled off under reduced pressure, the residue is dissolved in ethyl acetate, the organic phase is treated twice with water in a separating funnel and then dried, and the solvent is again distilled off under reduced pressure. This gives 4-chloro-3-thienyl isothiocyanate as a dark oil which is then r...